From a dataset of the Open Reaction Database (ORD), a public repository of structured organic reaction records. describe an organic reaction: reactants, conditions, products, and yield Reactants: N1(CCCCC1)C(=O)O[C@@H](C(=O)N1CCC(CC1)(N1CCOCC1)N1C(NC2=C(CC1)C=CC=C2)=O)CC2=CC(=C(C(=C2)C)O)C (4-(1,2,4,5-tetrahydro-2-oxo-3H-1,3-benzodiazepin-3-yl)-(1R)-1-[(4-hydroxy-3,5-dimethylphenyl)methyl]-2-[4-(4-morpholinyl)-1-piperidinyl]-2-oxoethyl 1-piperidinecarboxylate), Br (hydrobromic acid). The solvent is C(CC)O (n-propanol). Reaction conditions: temperature 70 celsius, time 20 hour. The product is Br.N1(CCCCC1)C(=O)O[C@@H](C(=O)N1CCC(CC1)(N1CCOCC1)N1C(NC2=C(CC1)C=CC=C2)=O)CC2=CC(=C(C(=C2)C)O)C (4-(1,2,4,5-tetrahydro-2-oxo-3H-1,3-benzodiazepin-3-yl)-(1R)-1-[(4-hydroxy-3,5-dimethylphenyl)methyl]-2-[4-(4-morpholinyl)-1-piperidinyl]-2-oxoethyl 1-piperidinecarboxylate hydrobromide). As a reaction SMILES: [N:1]1([C:7]([O:9][C@H:10]([CH2:37][C:38]2[CH:43]=[C:42]([CH3:44])[C:41]([OH:45])=[C:40]([CH3:46])[CH:39]=2)[C:11]([N:13]2[CH2:18][CH2:17][C:16]([N:25]3[CH2:31][CH2:30][C:29]4[CH:32]=[CH:33][CH:34]=[CH:35][C:28]=4[NH:27][C:26]3=[O:36])([N:19]3[CH2:24][CH2:23][O:22][CH2:21][CH2:20]3)[CH2:15][CH2:14]2)=[O:12])=[O:8])[CH2:6][CH2:5][CH2:4][CH2:3][CH2:2]1.[BrH:47]>C(O)CC>[BrH:47].[N:1]1([C:7]([O:9][C@H:10]([CH2:37][C:38]2[CH:43]=[C:42]([CH3:44])[C:41]([OH:45])=[C:40]([CH3:46])[CH:39]=2)[C:11]([N:13]2[CH2:14][CH2:15][C:16]([N:25]3[CH2:31][CH2:30][C:29]4[CH:32]=[CH:33][CH:34]=[CH:35][C:28]=4[NH:27][C:26]3=[O:36])([N:19]3[CH2:24][CH2:23][O:22][CH2:21][CH2:20]3)[CH2:17][CH2:18]2)=[O:12])=[O:8])[CH2:2][CH2:3][CH2:4][CH2:5][CH2:6]1 |f:3.4|. Procedure details: 0.5 g (0.79 mmol) 4-(1,2,4,5-tetrahydro-2-oxo-3H-1,3-benzodiazepin-3-yl)-(1R)-1-[(4-hydroxy-3,5-dimethylphenyl)methyl]-2-[4-(4-morpholinyl)-1-piperidinyl]-2-oxoethyl 1-piperidinecarboxylate are suspended in 5 ml n-propanol at ambient temperature and heated to 70° C. After the addition of 157 μl hydrobromic acid (30% in glacial acetic acid) the mixture is stirred for 1 hour at 70° C. and 20 hours at 40° C. Then the suspension formed is cooled to ambient temperature, stirred for 5 hours and filter...